Dataset: the Open Reaction Database (ORD), a public repository of structured organic reaction records. Task: describe an organic reaction: reactants, conditions, products, and yield The reactants are O=C(CCC=1C=CC=2N(C1)C(=CN2)C(=O)O)C (6-(3-oxobutyl)imidazo[1,2-a]pyridine-3-carboxylic acid), C(C(=O)Cl)(=O)Cl (oxalyl chloride), CN(C=O)C (N,N-dimethylformamide), acid chloride, FC1(CC(C1)C1=NC(=NO1)C=1C=CC(=C(N)C1)C)F (5-(5-(3,3-difluorocyclobutyl)-1,2,4-oxadiazol-3-yl)-2-methylaniline). The solvent is ClCCl (dichloromethane), N1=CC=CC=C1 (pyridine). Conditions: time 45 minute. Yields the product FC1(CC(C1)C1=NC(=NO1)C=1C=CC(=C(C1)NC(=O)C1=CN=C2N1C=C(C=C2)CCC(C)=O)C)F (N-(5-(5-(3,3-difluorocyclobutyl)-1,2,4-oxadiazol-3-yl)-2-methylphenyl)-6-(3-oxobutyl)imidazo[1,2-a]pyridine-3-carboxamide). RXN SMILES: [O:1]=[C:2]([CH3:17])[CH2:3][CH2:4][C:5]1[CH:6]=[CH:7][C:8]2[N:9]([C:11]([C:14]([OH:16])=O)=[CH:12][N:13]=2)[CH:10]=1.C(Cl)(=O)C(Cl)=O.CN(C)C=O.[F:29][C:30]1([F:47])[CH2:33][CH:32]([C:34]2[O:38][N:37]=[C:36]([C:39]3[CH:40]=[CH:41][C:42]([CH3:46])=[C:43]([CH:45]=3)[NH2:44])[N:35]=2)[CH2:31]1>ClCCl.N1C=CC=CC=1>[F:47][C:30]1([F:29])[CH2:31][CH:32]([C:34]2[O:38][N:37]=[C:36]([C:39]3[CH:40]=[CH:41][C:42]([CH3:46])=[C:43]([NH:44][C:14]([C:11]4[N:9]5[CH:10]=[C:5]([CH2:4][CH2:3][C:2](=[O:1])[CH3:17])[CH:6]=[CH:7][C:8]5=[N:13][CH:12]=4)=[O:16])[CH:45]=3)[N:35]=2)[CH2:33]1. Procedure: To a stirring suspension of 6-(3-oxobutyl)imidazo[1,2-a]pyridine-3-carboxylic acid (78) (150 mg, 0.646 mmol) in anhydrous dichloromethane (5 mL) at 0° C. under Argon was added dropwise oxalyl chloride (60 μL, 0.710 mmol). Then, a drop of anhydrous N,N-dimethylformamide was added and the reaction mixture was stirred at room temperature for 45 minutes. The solvent was concentrated. A stirring mixture of the acid chloride and 5-(5-(3,3-difluorocyclobutyl)-1,2,4-oxadiazol-3-yl)-2-methylaniline (37) ...